From a dataset of the Open Reaction Database (ORD), a public repository of structured organic reaction records. describe an organic reaction: reactants, conditions, products, and yield Reactants: C([O-])([O-])=O.[K+].[K+] (Potassium carbonate), ClC=1N=C(N(C1Cl)CC1=C(C2=C(N(C(N(C2=O)C)=O)CC(C)C)S1)C(=O)N1OC[C@H](C1)O)C (6-[(4,5-Dichloro-2-methyl-1H-imidazol-1-yl)methyl]-5-[4-(S)-hydroxy-2-isoxazolidinylcarbonyl]-3-methyl-1-(isobutyl)thieno[2,3-d]pyrimidine-2,4(1H,3H)-dione), CC(CC(C)=O)=O (2,4-pentanedione), NN (hydrazine). Reagents/catalysts: C1=CC=C(C=C1)P(C2=CC=CC=C2)C3=CC=CC=C3.C1=CC=C(C=C1)P(C2=CC=CC=C2)C3=CC=CC=C3.Cl[Co]Cl (dichlorobis(triphenylphosphine)cobalt(II)). The solvent is ClCCl (dichloromethane), O (water). Reaction conditions: time 48 hour. Product: CC1=NNC(=C1CC1=C(C2=C(N(C(N(C2=O)C)=O)CC(C)C)S1)C(=O)O)C (6-[(3,5-Dimethyl-1H-pyrazol-4-yl)methyl]-1-isobutyl-3-methyl-2,4-dioxo-1,2,3,4-tetrahydrothieno[2,3-d]pyrimidine-5-carboxylic acid). As a reaction SMILES: [C:1](=[O:4])([O-])[O-:2].[K+].[K+].ClC1N=C(C)N([CH2:14][C:15]2[S:30][C:18]3[N:19]([CH2:26][CH:27]([CH3:29])[CH3:28])[C:20](=[O:25])[N:21]([CH3:24])[C:22](=[O:23])[C:17]=3[C:16]=2C(N2C[C@H](O)CO2)=O)C=1Cl.[CH3:40][C:41](=O)[CH2:42][C:43](=O)[CH3:44].[NH2:47][NH2:48]>ClCCl.O.C1C=CC(P(C2C=CC=CC=2)C2C=CC=CC=2)=CC=1.C1C=CC(P(C2C=CC=CC=2)C2C=CC=CC=2)=CC=1.Cl[Co]Cl>[CH3:40][C:41]1[C:42]([CH2:14][C:15]2[S:30][C:18]3[N:19]([CH2:26][CH:27]([CH3:28])[CH3:29])[C:20](=[O:25])[N:21]([CH3:24])[C:22](=[O:23])[C:17]=3[C:16]=2[C:1]([OH:2])=[O:4])=[C:43]([CH3:44])[NH:48][N:47]=1 |f:0.1.2,8.9.10|. Procedure: Potassium carbonate (3.55 g) and dichlorobis(triphenylphosphine)cobalt(II) (0.1 g) were added to a stirred solution of the product of example 3, part a) (1 g) and 2,4-pentanedione (2.64 ml) in dichloromethane (30 ml) under nitrogen. After 48 h, aqueous hydrazine (35%, 2.33 ml) was added and the mixture stirred vigorously for 1 h, diluted with water (30 ml) and extracted with ethyl acetate (2×60 ml). Organic extracts were dried over anhydrous magnesium sulfate, filtered and evaporated under reduc... The product is COC1=C(C(=CC=C1)OC)C1CCCC(N1CC1=CC=C(C=C1)OCCC)=O (6-(2,6-dimethoxyphenyl)-1-(4-propoxybenzyl)piperidin-2-one). Reported procedure: Prepared according to the described general procedure 7 (GP7) by O-alkylation of 6-(2,6-dimethoxyphenyl)-1-(4-hydroxybenzyl)piperidin-2-one with commercially available 1-bromopropane. Subsequent purification by preparative HPLC afforded the target compound. LC-MS (conditions E): tR=0.79 min.; [M+H]+: 384.19 g/mol. Reaction SMILES: [CH3:1][O:2][C:3]1[CH:8]=[CH:7][CH:6]=[C:5]([O:9][CH3:10])[C:4]=1[CH:11]1[N:16]([CH2:17][C:18]2[CH:23]=[CH:22][C:21]([OH:24])=[CH:20][CH:19]=2)[C:15](=[O:25])[CH2:14][CH2:13][CH2:12]1.Br[CH2:27][CH2:28][CH3:29]>>[CH3:1][O:2][C:3]1[CH:8]=[CH:7][CH:6]=[C:5]([O:9][CH3:10])[C:4]=1[CH:11]1[N:16]([CH2:17][C:18]2[CH:23]=[CH:22][C:21]([O:24][CH2:27][CH2:28][CH3:29])=[CH:20][CH:19]=2)[C:15](=[O:25])[CH2:14][CH2:13][CH2:12]1. Starting materials: COC1=C(C(=CC=C1)OC)C1CCCC(N1CC1=CC=C(C=C1)O)=O (6-(2,6-dimethoxyphenyl)-1-(4-hydroxybenzyl)piperidin-2-one), BrCCC (1-bromopropane). The reactants are [OH-].[Na+] (sodium hydroxide), C(=O)(OCC)CCC1(CCC(N1)=O)CC(=O)OCC (5-carboethoxyethyl-5-carboethoxymethyl-2-pyrrolidinone), C(=O)(OCC)CC1(CCC(N1)=O)CCC(=O)O (5-carboethoxymethyl-5-carboxyethyl-2-pyrrolidinone), C(=O)(OCC)CCC1(CCC(N1)=O)CC(=O)O (5-carboethoxyethyl-5-carboxymethyl-2-pyrrolidinone), C(C=C)(=O)OCC (ethyl acrylate), [N+](=O)([O-])CCC(=O)OCC (ethyl β-nitropropanoate), Cl (hydrochloric acid), oil, C(C=C)(=O)OCC (ethyl acrylate), [H][H] (hydrogen). Reagents/catalysts: [Pd] (Pd/C). Solvent: C(C)(C)(C)O (t-butanol), C(C)O (ethanol), O (water), C(C)O (ethanol). The product is C(=O)(O)CCC1(CCC(N1)=O)CC(=O)O (5-carboxyethyl-5-carboxymethyl-2-pyrrolidinone). Reaction SMILES: C(OCC)(=O)C=C.[N+](CCC(OCC)=O)([O-])=O.Cl.[H][H].[C:21]([CH2:26][CH2:27][C:28]1([CH2:34][C:35]([O:37]CC)=[O:36])[NH:32][C:31](=[O:33])[CH2:30][CH2:29]1)([O:23]CC)=[O:22].C(CC1(CCC(O)=O)NC(=O)CC1)(OCC)=O.C(CCC1(CC(O)=O)NC(=O)CC1)(OCC)=O.[OH-].[Na+]>C(O)(C)(C)C.O.C(O)C.[Pd]>[C:21]([CH2:26][CH2:27][C:28]1([CH2:34][C:35]([OH:37])=[O:36])[NH:32][C:31](=[O:33])[CH2:30][CH2:29]1)([OH:23])=[O:22] |f:7.8|. Procedure details: A suspension of 116 g (0.97 mole) β-nitropropanoic acid (CAS number 504-88-1) in chloroform (1 l) is stirred and treated with 127.5 g (1.07 mole) thionyl chloride. A rapid evolution of gas takes place and the mixture is stirred one hour at room temperature. Ethanol (50 g, 1.07 mole) is added dropwise followed by rapid gas evolution. The mixture is stirred 72 hours, concentrated and distilled to yield ethyl β-nitropropanoate, bp 95°-105° C. at 15 mm. A solution of 182 g (1.84 mole) ethyl acrylate... The reactants are ClC1=NC(=C2NC=NC2=N1)Cl (2,6-dichloropurine), C([O-])([O-])=O.[K+].[K+] (potassium carbonate), ClC1=CC=C(C(=O)C2=CC=C(CBr)C=C2)C=C1 (4-(4-chlorobenzoyl)benzyl bromide). Run in CN(C)C=O (DMF), O (water). Conditions: time 24 hour. Product: ClC1=CC=C(C(=O)C2=CC=C(CN3C=NC4=NC(=NC(=C34)Cl)Cl)C=C2)C=C1 (7-(4-(4-Chlorobenzoyl)benzyl)-2,6-dichloropurine). Isolated yield 19.1%. As a reaction SMILES: [Cl:1][C:2]1[N:10]=[C:9]2[C:5]([NH:6][CH:7]=[N:8]2)=[C:4]([Cl:11])[N:3]=1.C(=O)([O-])[O-].[K+].[K+].[Cl:18][C:19]1[CH:34]=[CH:33][C:22]([C:23]([C:25]2[CH:32]=[CH:31][C:28]([CH2:29]Br)=[CH:27][CH:26]=2)=[O:24])=[CH:21][CH:20]=1>CN(C=O)C.O>[Cl:18][C:19]1[CH:20]=[CH:21][C:22]([C:23]([C:25]2[CH:32]=[CH:31][C:28]([CH2:29][N:6]3[C:5]4[C:9](=[N:10][C:2]([Cl:1])=[N:3][C:4]=4[Cl:11])[N:8]=[CH:7]3)=[CH:27][CH:26]=2)=[O:24])=[CH:33][CH:34]=1 |f:1.2.3|. Procedure: To a solution of 2,6-dichloropurine (3.25 g) in DMF (34 ml) was added potassium carbonate (2.85 g) as well as 4-(4-chlorobenzoyl)benzyl bromide (5.32 g) and the mixture was stirred at room temperature for 24 hours. This reaction mixture was diluted with water and extracted with ethyl acetate and the extract was washed with saturated aqueous NaCl solution and dried over anhydrous sodium sulfate. The solvent was then distilled off and the residue was purified by silica gel column chromatography (h... Reactants: C(C)C(CC)NC1=C(C(=NC(=C1)C)OC1=C(C=C(C=C1C)C)C)C=O (4-(1-ethyl-propylamino)-6-methyl-2-(2,4,6-trimethyl-phenoxy)-pyridine-3-carbaldehyde), [Li] (lithium), C1CCOC1 (THF). Product: C(C)C(CC)NC1=C(C(=NC(=C1)C)OC1=C(C=C(C=C1C)C)C)C(C)O (1-[4-(1-Ethyl-propylamino)-6-methyl-2-(2,4,6-trimethyl-phenoxy)-pyridin-3-yl]-ethanol). RXN SMILES: [CH2:1]([CH:3]([NH:6][C:7]1[CH:12]=[C:11]([CH3:13])[N:10]=[C:9]([O:14][C:15]2[C:20]([CH3:21])=[CH:19][C:18]([CH3:22])=[CH:17][C:16]=2[CH3:23])[C:8]=1[CH:24]=[O:25])[CH2:4][CH3:5])[CH3:2].[Li].[CH2:27]1COCC1>>[CH2:1]([CH:3]([NH:6][C:7]1[CH:12]=[C:11]([CH3:13])[N:10]=[C:9]([O:14][C:15]2[C:16]([CH3:23])=[CH:17][C:18]([CH3:22])=[CH:19][C:20]=2[CH3:21])[C:8]=1[CH:24]([OH:25])[CH3:27])[CH2:4][CH3:5])[CH3:2] |^1:25|. Procedure: The title compound was prepared by reacting 4-(1-ethyl-propylamino)-6-methyl-2-(2,4,6-trimethyl-phenoxy)-pyridine-3-carbaldehyde with methylithium lithium in THF at −78° C. The desired product was isolated after silica gel column chromatography to give 60.1% of colorless oil. 1H NMR(CDCl3) d 6.87(s, 2H), 6.06(s, 1H), 5.7(q, 1H), 3.3(m, 1H), 2.29(s, 3H), 2.12(s, 6H), 2.069s, 3H), 1.4-1.7(m, 4H), 1.59(d, 3H), 0.8-1.0(m, 6H) ppm. Reactants: FC(OC1=C(C=C(C=C1)C=1OC=C(N1)CCC(=O)C1=NC=CC=C1C)O)F (3-[2-(4-difluoromethoxy-3-hydroxyphenyl)oxazol-4-yl]-1-(3-methylpyridin-2-yl)propan-1-one), C(C)I (ethyl iodide). Product: FC(OC1=C(C=C(C=C1)C=1OC=C(N1)CCC(=O)C1=NC=CC=C1C)OCC)F (3-[2-(4-difluoromethoxy-3-ethoxyphenyl)oxazol-4-yl]-1-(3-methylpyridin-2-yl)propan-1-one). Reaction SMILES: [F:1][CH:2]([F:27])[O:3][C:4]1[CH:9]=[CH:8][C:7]([C:10]2[O:11][CH:12]=[C:13]([CH2:15][CH2:16][C:17]([C:19]3[C:24]([CH3:25])=[CH:23][CH:22]=[CH:21][N:20]=3)=[O:18])[N:14]=2)=[CH:6][C:5]=1[OH:26].[CH2:28](I)[CH3:29]>>[F:27][CH:2]([F:1])[O:3][C:4]1[CH:9]=[CH:8][C:7]([C:10]2[O:11][CH:12]=[C:13]([CH2:15][CH2:16][C:17]([C:19]3[C:24]([CH3:25])=[CH:23][CH:22]=[CH:21][N:20]=3)=[O:18])[N:14]=2)=[CH:6][C:5]=1[O:26][CH2:28][CH3:29]. Reported procedure: Using the compound obtained in Example 327 and ethyl iodide, white powdery 3-[2-(4-difluoromethoxy-3-ethoxyphenyl)oxazol-4-yl]-1-(3-methylpyridin-2-yl)propan-1-one was obtained following the procedure of Example 330. Starting materials: N[C@@H](C)C(=O)O (L-alanine), [BH4-].[Na+] (sodium borohydride), C(C=1C(O)=CC=CC1)=O (salicylaldehyde), [BH4-].[Na+] (sodium borohydride), C(C=1C(O)=CC=CC1)=O (salicylaldehyde). Solvent: 2-N, [OH-].[Na+] (sodium hydroxide). Run at time 1 hour. Product: OC1=C(CN[C@@H](C)C(=O)O)C=CC=C1 (N-(2-hydroxybenzyl)-L-alanine). Reaction SMILES: [NH2:1][C@H:2]([C:4]([OH:6])=[O:5])[CH3:3].[BH4-].[Na+].[CH:9](=O)[C:10]1[C:11](=[CH:13][CH:14]=[CH:15][CH:16]=1)[OH:12]>[OH-].[Na+]>[OH:12][C:11]1[CH:13]=[CH:14][CH:15]=[CH:16][C:10]=1[CH2:9][NH:1][C@H:2]([C:4]([OH:6])=[O:5])[CH3:3] |f:1.2,4.5|. Reported procedure: L-alanine (2.9 g) was dissolved in 20 ml of a 2-N sodium hydroxide aqueous solution, and 3.5 ml of salicylaldehyde and 0.4 g of sodium borohydride were then added thereto in this order. After the mixture was stirred for 1 hour, 3.5 ml of salicylaldehyde and 0.4 g of sodium borohydride were added thereto again. The mixture was stirred at room temperature for 1 hour, and the insoluble matter was then separated through filtration. The filtrate was extracted with diethyl ether. The pH was adjusted t...